Dataset: the Open Reaction Database (ORD), a public repository of structured organic reaction records. Task: describe an organic reaction: reactants, conditions, products, and yield The reactants are N1=CC(=CC=C1)C(=O)CC1=C(C=C(C=C1)Cl)Cl (2,4-dichlorobenzyl 3-pyridyl ketone), O.C1(=CC=C(C=C1)S(=O)(=O)O)C (p-toluenesulfonic acid monohydrate), C(CO)O (ethylene glycol). Run in C=1(C(=CC=CC1)C)C (xylene). Product: ClC1=C(CC2(OCCO2)C=2C=NC=CC2)C=CC(=C1)Cl (3-[2-(2,4-dichlorobenzyl)-1,3-dioxolan-2-yl]pyridine). Reaction SMILES: [N:1]1[CH:6]=[CH:5][CH:4]=[C:3]([C:7]([CH2:9][C:10]2[CH:15]=[CH:14][C:13]([Cl:16])=[CH:12][C:11]=2[Cl:17])=[O:8])[CH:2]=1.O.C1(C)C=CC(S(O)(=O)=O)=CC=1.[CH2:30](O)[CH2:31][OH:32]>C1(C)C(C)=CC=CC=1>[Cl:17][C:11]1[CH:12]=[C:13]([Cl:16])[CH:14]=[CH:15][C:10]=1[CH2:9][C:7]1([C:3]2[CH:2]=[N:1][CH:6]=[CH:5][CH:4]=2)[O:32][CH2:31][CH2:30][O:8]1 |f:1.2|. Procedure: 2.25 g of 2,4-dichlorobenzyl 3-pyridyl ketone, 2.2 g of p-toluenesulfonic acid monohydrate and 1.0 g of ethylene glycol are heated at reflux for 24 hours in 20 ml of xylene, the resulting water being separated in a water separator. The mixture is then cooled, poured into 2N sodium hydroxide and extracted with diethyl ether, the organic phase is dried over anhydrous sodium sulfate and the solvent is removed under reduced pressure. The crude product is purified by chromatography on silica gel with... Reactants: FC1=C(C(=CC(=C1F)F)F)N1C(CC2=CC(=CC=C12)C)=O (N-(2′,3′,4′,6′-tetrafluorophenyl)-5-methyloxindole), C(C)O (ethanol). Solvent: O (water). Conditions: time 1.5 hour. Yields the product CC=1C=CC(=C(C1)CC(=O)O)NC1=C(C(=C(C=C1F)F)F)F (5-Methyl-2-(2′,3′,4′,6′-tetrafluoroanilino)-phenylacetic acid). Reaction SMILES: [F:1][C:2]1[C:7]([F:8])=[C:6]([F:9])[CH:5]=[C:4]([F:10])[C:3]=1[N:11]1[C:19]2[C:14](=[CH:15][C:16]([CH3:20])=[CH:17][CH:18]=2)[CH2:13][C:12]1=[O:21].C([OH:24])C>O>[CH3:20][C:16]1[CH:17]=[CH:18][C:19]([NH:11][C:3]2[C:4]([F:10])=[CH:5][C:6]([F:9])=[C:7]([F:8])[C:2]=2[F:1])=[C:14]([CH2:13][C:12]([OH:21])=[O:24])[CH:15]=1. Procedure details: The suspension of 350 mg of N-(2′,3′,4′,6′-tetrafluorophenyl)-5-methyloxindole in 20 ml of ethanol and 5 ml of water is degassed by passing through nitrogen for 1.5 h. Then 260 mg of 30% aqueous sodium hydroxide is added and the mixture is heated to reflux for 6.5 hours. Most of the ethanol is then removed by distillation the mixture is cooled to room temperature followed by the slow addition of 1N hydrochloric acid (1.05 g) to reach a pH of about 3. The precipitate is then filtered, washed with... Yields the product ClC=1C=C2C(=NC1)SC(N2CC(=O)N2CCN(CC2)CCOC(C)=O)=O (6-chloro-2-oxo-1-{[4-(2-acetoxyethyl)-1-piperazinyl]carbonylmethyl}-1,2-dihydrothiazolo[5,4-b]pyridine). Starting materials: ice, ClC=1C=C2C(=NC1)SC(N2CC(=O)N2CCN(CC2)CCO)=O (6-chloro-2-oxo-1-{[4-(2-hydroxyethyl)-1-piperazinyl]carbonylmethyl]-1,2-dihydrothiazolo[5,4-b]pyridine), C(C)(=O)OC(C)=O (acetic anhydride). Reported procedure: To an ice-cooled solution of 6-chloro-2-oxo-1-{[4-(2-hydroxyethyl)-1-piperazinyl]carbonylmethyl]-1,2-dihydrothiazolo[5,4-b]pyridine (1.35 g) in dry pyridine (10 ml), acetic anhydride (0.73 g) was added dropwise and then the mixture was stirred at the temperature for 2 hours and at the room temperature for 4 hours. After removal of the solvent, the residual oil obtained was purified on an aluminum-oxide column chromatography using a mixture of chloroform and n-hexane (2:1). The fractions containi... Run in N1=CC=CC=C1 (pyridine). Yield: 79.5%. RXN SMILES: [Cl:1][C:2]1[CH:3]=[C:4]2[N:10]([CH2:11][C:12]([N:14]3[CH2:19][CH2:18][N:17]([CH2:20][CH2:21][OH:22])[CH2:16][CH2:15]3)=[O:13])[C:9](=[O:23])[S:8][C:5]2=[N:6][CH:7]=1.[C:24](OC(=O)C)(=[O:26])[CH3:25]>N1C=CC=CC=1>[Cl:1][C:2]1[CH:3]=[C:4]2[N:10]([CH2:11][C:12]([N:14]3[CH2:19][CH2:18][N:17]([CH2:20][CH2:21][O:22][C:24](=[O:26])[CH3:25])[CH2:16][CH2:15]3)=[O:13])[C:9](=[O:23])[S:8][C:5]2=[N:6][CH:7]=1. Conditions: time 4 hour. Starting materials: O=C(Br)CBr, Br, O=C([O-])O, CNn1cccc1C(=O)c1ccccc1, ClCCl, [Na+]. The product is CN(C(=O)CBr)n1cccc1C(=O)c1ccccc1. RXN SMILES: [Br:1][CH2:2][C:3](=[O:4])[Br:5].[BrH:6].[C:22](=[O:23])([OH:24])[O-:25].[C:7]([c:8]1[cH:9][cH:10][cH:11][cH:12][cH:13]1)(=[O:14])[c:15]1[n:16]([NH:20][CH3:21])[cH:17][cH:18][cH:19]1.[Cl:27][CH2:28][Cl:29].[Na+:26]>>[Br:1][CH2:2][C:3](=[O:4])[N:20]([n:16]1[c:15]([C:7]([c:8]2[cH:9][cH:10][cH:11][cH:12][cH:13]2)=[O:14])[cH:19][cH:18][cH:17]1)[CH3:21].